From a dataset of the Open Reaction Database (ORD), a public repository of structured organic reaction records. describe an organic reaction: reactants, conditions, products, and yield Starting materials: C(CCC)C1=CC(=C(S1)NC1=CC=C(C=N1)C(=O)O)C(=O)O (6-[(5-butyl-3-carboxy-2-thienyl)amino]-3-pyridinecarboxylic acid), Cl (hydrochloric acid). The solvent is O (water). Conditions: temperature 142 celsius. Yields the product C(CCC)C1=CC2=C(N=C3N(C2=O)C=C(C=C3)C(=O)O)S1 (2-butyl-4-oxo-4H-pyrido[1,2-a]thieno[2,3-d]pyrimidine-7-carboxylic acid). RXN SMILES: [CH2:1]([C:5]1[S:9][C:8]([NH:10][C:11]2[N:16]=[CH:15][C:14]([C:17]([OH:19])=[O:18])=[CH:13][CH:12]=2)=[C:7]([C:20]([OH:22])=O)[CH:6]=1)[CH2:2][CH2:3][CH3:4].Cl>O>[CH2:1]([C:5]1[S:9][C:8]2[N:10]=[C:11]3[CH:12]=[CH:13][C:14]([C:17]([OH:19])=[O:18])=[CH:15][N:16]3[C:20](=[O:22])[C:7]=2[CH:6]=1)[CH2:2][CH2:3][CH3:4]. Procedure details: A mixture of 6-[(5-butyl-3-carboxy-2-thienyl)amino]-3-pyridinecarboxylic acid (Example 39), 1.0 g (0.00312 mol), 25 ml of concentrated hydrochloric acid and 25 ml of water is refluxed in a wax bath under a nitrogen atmosphere at a bath temperature of 142° C. for seventeen and three-quarter hours. The suspension is cooled to room temperature and the precipitate is separated, washed with water and then washed with diethyl ether and dried to give 0.595 g of 2-butyl-4-oxo-4H-pyrido[1,2-a]thieno[2,3-... Reactants: BrC=1OC(=CC1C(=O)OCC)Br (ethyl 2,5-dibromo-3-furoate), CC1(OB(OC1(C)C)C1=CC(=NC=C1)NC(C)=O)C (N-[4-(4,4,5,5-tetramethyl-1,3,2-dioxaborolan-2-yl)pyridin-2-yl]acetamide), C([O-])([O-])=O.[Cs+].[Cs+] (cesium carbonate). The reagents and catalysts are [Pd].C1(=CC=CC=C1)P(C1=CC=CC=C1)C1=CC=CC=C1.C1(=CC=CC=C1)P(C1=CC=CC=C1)C1=CC=CC=C1.C1(=CC=CC=C1)P(C1=CC=CC=C1)C1=CC=CC=C1.C1(=CC=CC=C1)P(C1=CC=CC=C1)C1=CC=CC=C1 (tetrakis(triphenylphosphine) palladium(0)). Solvent: O1CCOCC1 (1,4-dioxane), O (water), O (water). Yields the product C(C)(=O)NC1=NC=CC(=C1)C1=CC(=C(O1)Br)C(=O)OCC (ethyl 5-[2-(acetylamino)pyridin-4-yl]-2-bromo-3-furoate). The yield is 13.8%. As a reaction SMILES: [Br:1][C:2]1[O:3][C:4](Br)=[CH:5][C:6]=1[C:7]([O:9][CH2:10][CH3:11])=[O:8].CC1(C)C(C)(C)OB([C:21]2[CH:26]=[CH:25][N:24]=[C:23]([NH:27][C:28](=[O:30])[CH3:29])[CH:22]=2)O1.C(=O)([O-])[O-].[Cs+].[Cs+]>O1CCOCC1.O.[Pd].C1(P(C2C=CC=CC=2)C2C=CC=CC=2)C=CC=CC=1.C1(P(C2C=CC=CC=2)C2C=CC=CC=2)C=CC=CC=1.C1(P(C2C=CC=CC=2)C2C=CC=CC=2)C=CC=CC=1.C1(P(C2C=CC=CC=2)C2C=CC=CC=2)C=CC=CC=1>[C:28]([NH:27][C:23]1[CH:22]=[C:21]([C:4]2[O:3][C:2]([Br:1])=[C:6]([C:7]([O:9][CH2:10][CH3:11])=[O:8])[CH:5]=2)[CH:26]=[CH:25][N:24]=1)(=[O:30])[CH3:29] |f:2.3.4,7.8.9.10.11|. Reported procedure: To a solution of ethyl 2,5-dibromo-3-furoate (0.21 g, 0.722 mmol) in 1,4-dioxane (2.2 mL) and water (0.50 mL) were added tetrakis(triphenylphosphine) palladium(0) (0.08 g, 0.07 mmol), N-[4-(4,4,5,5-tetramethyl-1,3,2-dioxaborolan-2-yl)pyridin-2-yl]acetamide (0.19 g, 0.72 mmol) and cesium carbonate (0.71 g, 2.2 mmol). The reaction mixture was subjected to microwave irradiation at 95° C. for 15 min. The reaction mixture was diluted with water (10 mL) and extracted with EtOAc. The organic solutions ... Reactants: [N+](=O)([O-])C=1C=C(C=CC1)NC(=N)N1CCCC1 (N-(3-nitrophenyl)-1-pyrrolidinecarboximidamide), Cl (hydrochloric acid), [H][H] (hydrogen). Reagents/catalysts: [Pd] (Pd/C). Product: Cl.Cl.NC=1C=C(C=CC1)NC(=N)N1CCCC1 (N-(3-aminophenyl)-1-pyrrolidinecarboximidamide dihydrochloride). As a reaction SMILES: [N+:1]([C:4]1[CH:5]=[C:6]([NH:10][C:11]([N:13]2[CH2:17][CH2:16][CH2:15][CH2:14]2)=[NH:12])[CH:7]=[CH:8][CH:9]=1)([O-])=O.[H][H].[ClH:20]>[Pd]>[ClH:20].[ClH:20].[NH2:1][C:4]1[CH:5]=[C:6]([NH:10][C:11]([N:13]2[CH2:17][CH2:16][CH2:15][CH2:14]2)=[NH:12])[CH:7]=[CH:8][CH:9]=1 |f:4.5.6|. Reported procedure: A sample of the product of step (a), 17 g, was dissolved in 200 ml of 1 M hydrochloric acid. The mixture was then hydrogenated with 1 g of 5% Pd/C. When hydrogen uptake had stopped the catalyst was filtered off. The solvent was evaporated in vacuum, and the residue dissolved in isopropanol, evaporated in vacuum again and the residue dissolved in 100 ml of methanol. To this mix was added 200 ml of toluene. This was then concentrated on a steam bath until the volume had decreased to approximately ... Reactants: [H-].[Na+] (sodium hydride), [Cl-].[NH4+] (ammonium chloride), FC(C1=CC(=NC=C1)C=1NOC(N1)=O)(F)F (3-(4-trifluoromethylpyridin-2-yl)-1,2,4-oxadiazol-5-one), FC=1C=C(C(=O)OCCl)C=C(C1)F (chloromethyl 3,5-difluorobenzoate). Solvent: CN(C=O)C (N,N-dimethylformamide). Run at time 15 minute. Yields the product FC=1C=C(C(=O)OCN2C(=NOC2=O)C2=NC=CC(=C2)C(F)(F)F)C=C(C1)F ([3-(4-trifluoromethylpyridin-2-yl)-1,2,4-oxadiazol-5-on-4-yl]methyl 3,5-difluorobenzoate). The yield is 44.2%. As a reaction SMILES: [H-].[Na+].[F:3][C:4]([F:18])([F:17])[C:5]1[CH:10]=[CH:9][N:8]=[C:7]([C:11]2[NH:12][O:13][C:14](=[O:16])[N:15]=2)[CH:6]=1.[F:19][C:20]1[CH:21]=[C:22]([CH:28]=[C:29]([F:31])[CH:30]=1)[C:23]([O:25][CH2:26]Cl)=[O:24].[Cl-].[NH4+]>CN(C)C=O>[F:19][C:20]1[CH:21]=[C:22]([CH:28]=[C:29]([F:31])[CH:30]=1)[C:23]([O:25][CH2:26][N:15]1[C:14](=[O:16])[O:13][N:12]=[C:11]1[C:7]1[CH:6]=[C:5]([C:4]([F:3])([F:17])[F:18])[CH:10]=[CH:9][N:8]=1)=[O:24] |f:0.1,4.5|. Procedure: Into 2 ml of N,N-dimethylformamide was suspended 0.07 g of sodium hydride (60% oily), and 0.3 g of 3-(4-trifluoromethylpyridin-2-yl)-1,2,4-oxadiazol-5-one was added at room temperature. After stirring for 15 minutes, 0.32 g of chloromethyl 3,5-difluorobenzoate was added, and the mixture was stirred at 70° C. for 5 hours. The reaction solution was allowed to cool to room temperature, and poured into an aqueous saturated ammonium chloride solution, followed by extraction with ethyl acetate three t... Starting materials: C(C)(C)C1=NCCC2=CC=CC=C12 (1-isopropyl-3,4-dihydroisoquinoline), [N+](=O)([O-])[O-].[K+] (KNO3), [OH-].[Na+] (NaOH), ice water. The solvent is OS(=O)(=O)O (H2SO4). Reaction conditions: time 30 minute. Product: C(C)(C)C1=NCCC2=CC=C(C=C12)[N+](=O)[O-] (1-isopropyl-7-nitro-3,4-dihydroisoquinoline). RXN SMILES: [CH:1]([C:4]1[C:13]2[C:8](=[CH:9][CH:10]=[CH:11][CH:12]=2)[CH2:7][CH2:6][N:5]=1)([CH3:3])[CH3:2].[N+:14]([O-])([O-:16])=[O:15].[K+].[OH-].[Na+]>OS(O)(=O)=O>[CH:1]([C:4]1[C:13]2[C:8](=[CH:9][CH:10]=[C:11]([N+:14]([O-:16])=[O:15])[CH:12]=2)[CH2:7][CH2:6][N:5]=1)([CH3:3])[CH3:2] |f:1.2,3.4|. Procedure: A solution of Example 13F (0.73 g, 4.2 mmol) in concentrated H2SO4 (7.5 mL) at 0° C. was treated with KNO3 (0.47 g, 4.6 mmol), stirred for 30 minutes, treated with ice water, adjusted to pH>7 with 25% NaOH, and extracted with dichloromethane. The combined extracts were washed with H2O and brine, dried (MgSO4), filtered, and concentrated. The concentrate was purified by flash column chromatography on silica gel with 30% ethyl acetatehexanes to provide the desired product. Reactants: BrC=1C=CC2=C(C(C3(O2)CCC2=C(CC3)C=CC=C2)=O)C1 (5′-bromo-5,6,8,9-tetrahydro-3′H-spiro[benzo[7]annulene-7,2′-benzofuran]-3′-one), C[Si](N=C=N[Si](C)(C)C)(C)C (1,3-bis(trimethylsilyl)carbodiimide). The reagents and catalysts are Cl[Ti](Cl)(Cl)Cl (TiCl4). Run in C(Cl)Cl (CH2Cl2). Reaction conditions: time 1 hour. Product: BrC=1C=CC2=C(C(C3(O2)CCC2=C(CC3)C=CC=C2)=NC#N)C1 (N-(5′-bromo-5,6,8,9-tetrahydro-3′H-spiro[benzo[7]annulene-7,2′-benzofuran]-3′-ylidene)cyanamide). As a reaction SMILES: [Br:1][C:2]1[CH:3]=[CH:4][C:5]2[O:9][C:8]3([CH2:15][CH2:14][C:13]4[CH:16]=[CH:17][CH:18]=[CH:19][C:12]=4[CH2:11][CH2:10]3)[C:7](=O)[C:6]=2[CH:21]=1.C[Si](C)(C)[N:24]=[C:25]=[N:26][Si](C)(C)C>C(Cl)Cl.Cl[Ti](Cl)(Cl)Cl>[Br:1][C:2]1[CH:3]=[CH:4][C:5]2[O:9][C:8]3([CH2:15][CH2:14][C:13]4[CH:16]=[CH:17][CH:18]=[CH:19][C:12]=4[CH2:11][CH2:10]3)[C:7](=[N:26][C:25]#[N:24])[C:6]=2[CH:21]=1. Procedure: To a solution of 5′-bromo-5,6,8,9-tetrahydro-3′H-spiro[benzo[7]annulene-7,2′-benzofuran]-3′-one (0.1660 g, 0.48 mmol) in CH2Cl2 (5 mL) was added TiCl4 (1.0 M in CH2Cl2, 1.0 mL, 1.0 mmol) dropwise at room temperature. The reaction mixture was turned into orange precipitates in a few minutes. After 1 h, 1,3-bis(trimethylsilyl)carbodiimide (0.30 mL, 1.32 mmol) was added via a syringe. The precipitates were disappeared and the reaction mixture was turned into a red solution. The mixture was stirred ... The reactants are CNN, CCO, CN(C)C=O, CC(C)(ON1C(=O)c2ccccc2C1=O)C(=O)NNC(=O)c1cc(=O)c(O)c[nH]1. Product: CC(C)(ON)C(=O)NNC(=O)c1cc(=O)c(O)c[nH]1. RXN SMILES: [CH3:30][NH:31][NH2:32].[CH3:33][CH2:34][OH:35].[CH3:36][N:37]([CH3:38])[CH:39]=[O:40].[OH:1][c:2]1[c:3](=[O:29])[cH:4][c:5]([C:8](=[O:9])[NH:10][NH:11][C:12]([C:13]([CH3:14])([O:15][N:16]2[C:17](=[O:18])[c:19]3[cH:20][cH:21][cH:22][cH:23][c:24]3[C:25]2=[O:26])[CH3:27])=[O:28])[nH:6][cH:7]1>>[OH:1][c:2]1[c:3](=[O:29])[cH:4][c:5]([C:8](=[O:9])[NH:10][NH:11][C:12]([C:13]([CH3:14])([O:15][NH2:16])[CH3:27])=[O:28])[nH:6][cH:7]1. The reactants are FC1(CCC(CC1)CNC(=O)C=1C=2C=CC(=NC2C=CC1Cl)Cl)F (2,6-dichloro-quinoline-5-carboxylic acid (4,4-difluoro-cyclohexylmethyl)-amide), [F-].[Cs+] (cesium fluoride), C(C)(C)(C)OC(=O)N1CCC(=CC1)B1OC(C(O1)(C)C)(C)C (4-(4,4,5,5-tetramethyl-[1,3,2]dioxaborolan-2-yl)-3,6-dihydro-2H-pyridine-1-carboxylic acid tert-butyl ester). Reagents/catalysts: Cl[Pd]([P](C1=CC=CC=C1)(C2=CC=CC=C2)C3=CC=CC=C3)([P](C4=CC=CC=C4)(C5=CC=CC=C5)C6=CC=CC=C6)Cl (bis(triphenylphosphine)palladium(II) dichloride). Product: C(C)(C)(C)OC(=O)N1CCC(=CC1)C1=NC2=CC=C(C(=C2C=C1)C(NCC1CCC(CC1)(F)F)=O)Cl (4-{6-Chloro-5-[(4,4-difluoro-cyclohexylmethyl)-carbamoyl]-quinolin-2-yl}-3,6-dihydro-2H-pyridine-1-carboxylic acid tert-butyl ester). RXN SMILES: [F:1][C:2]1([F:24])[CH2:7][CH2:6][CH:5]([CH2:8][NH:9][C:10]([C:12]2[C:13]3[CH:14]=[CH:15][C:16](Cl)=[N:17][C:18]=3[CH:19]=[CH:20][C:21]=2[Cl:22])=[O:11])[CH2:4][CH2:3]1.[F-].[Cs+].[C:27]([O:31][C:32]([N:34]1[CH2:39][CH:38]=[C:37](B2OC(C)(C)C(C)(C)O2)[CH2:36][CH2:35]1)=[O:33])([CH3:30])([CH3:29])[CH3:28]>Cl[Pd](Cl)([P](C1C=CC=CC=1)(C1C=CC=CC=1)C1C=CC=CC=1)[P](C1C=CC=CC=1)(C1C=CC=CC=1)C1C=CC=CC=1>[C:27]([O:31][C:32]([N:34]1[CH2:35][CH:36]=[C:37]([C:16]2[CH:15]=[CH:14][C:13]3[C:18](=[CH:19][CH:20]=[C:21]([Cl:22])[C:12]=3[C:10](=[O:11])[NH:9][CH2:8][CH:5]3[CH2:6][CH2:7][C:2]([F:24])([F:1])[CH2:3][CH2:4]3)[N:17]=2)[CH2:38][CH2:39]1)=[O:33])([CH3:30])([CH3:28])[CH3:29] |f:1.2,^1:51,70|. Reported procedure: The title compound was synthesized according to the procedure described in example 125 using 2,6-dichloro-quinoline-5-carboxylic acid (4,4-difluoro-cyclohexylmethyl)-amide, cesium fluoride, 4-(4,4,5,5-tetramethyl-[1,3,2]dioxaborolan-2-yl)-3,6-dihydro-2H-pyridine-1-carboxylic acid tert-butyl ester and bis(triphenylphosphine)palladium(II) dichloride. 1H NMR (400 MHz, DMSO-d6): δ 8.85 (t, J=5.82 Hz, 1H), 8.03-8.05 (m, 1H), 7.94-8.00 (m, 2H), 7.78 (d, J=9.01 Hz, 1H), 6.89 (s, 1H), 4.12 (s, 2H), 3.57... Starting materials: C1(=CC=CC=C1)C(O)([C@@H]1NCCC1)C1=CC=CC=C1 ((R)-(+)-α,α-diphenyl-2-pyrrolidinemethanol), C(O)CN (ethanolamine), BH3-tetrahydrofuran, OC=1C=C2C=CC(=C(C2=CC1)C(=O)C1=CC=C(C=C1)OCCN1CCCCC1)C1=C(C(=CC(=C1)F)F)F ([6-hydroxy-2-(2,3,5-trifluoro-phenyl)-naphthalen-1-yl]-[4-(2-piperidin-1-yl-ethoxy)-phenyl]-methanone), B (borane), [Cl-].[NH4+] (ammonium chloride). Run in THF. Conditions: temperature 45 celsius. The product is OC(C1=C2C=CC(=CC2=CC=C1C1=C(C(=CC(=C1)F)F)F)O)C1=CC=C(C=C1)OCCN1CCCCC1 (5-{Hydroxy-[4-(2-piperidin-1-yl-ethoxy)-phenyl]-methyl}-6-(2,3,5-trifluoro-phenyl)-naphthalen-2-ol). The yield is 51.0%. Reaction SMILES: C1(C(C2C=CC=CC=2)([C@H]2CCCN2)O)C=CC=CC=1.[OH:20][C:21]1[CH:22]=[C:23]2[C:28](=[CH:29][CH:30]=1)[C:27]([C:31]([C:33]1[CH:38]=[CH:37][C:36]([O:39][CH2:40][CH2:41][N:42]3[CH2:47][CH2:46][CH2:45][CH2:44][CH2:43]3)=[CH:35][CH:34]=1)=[O:32])=[C:26]([C:48]1[CH:53]=[C:52]([F:54])[CH:51]=[C:50]([F:55])[C:49]=1[F:56])[CH:25]=[CH:24]2.B.C(CN)O.[Cl-].[NH4+]>>[OH:32][CH:31]([C:33]1[CH:34]=[CH:35][C:36]([O:39][CH2:40][CH2:41][N:42]2[CH2:47][CH2:46][CH2:45][CH2:44][CH2:43]2)=[CH:37][CH:38]=1)[C:27]1[C:26]([C:48]2[CH:53]=[C:52]([F:54])[CH:51]=[C:50]([F:55])[C:49]=2[F:56])=[CH:25][CH:24]=[C:23]2[C:28]=1[CH:29]=[CH:30][C:21]([OH:20])=[CH:22]2 |f:4.5|. Procedure: Charge a nitrogen-purged flask with (R)-(+)-α,α-diphenyl-2-pyrrolidinemethanol (630 mg, 2.49 mmol), dissolve in 1M BH3-tetrahydrofuran (THF) (66 mL, 66 mmol) and heat to 45° C. under nitrogen. Dissolve [6-hydroxy-2-(2,3,5-trifluoro-phenyl)-naphthalen-1-yl]-[4-(2-piperidin-1-yl-ethoxy)-phenyl]-methanone (8.3 g, 16.6 mmol) in THF (75 mL) and add dropwise via syringe pump to the borane solution over 2.5 hours. Add ethanolamine (20 mL, 332 mmol) slowly and heat at 45° C. for 2 hours. Pour the reacti...